The task is: describe an organic reaction: reactants, conditions, products, and yield. This data is from the Open Reaction Database (ORD), a public repository of structured organic reaction records. Starting materials: [Li]CCCC (n-BuLi), FC=1C=C(C=CC1CCCCC)C=1SC=CC1 (2-(3-fluoro-4-pentylphenyl)thiophene), BrBr (bromine). Run in CC(C)(C)OC (MTBE), C1CCOC1 (THF). Run at temperature -70 celsius, time 1 hour. The product is BrC=1SC(=CC1)C1=CC(=C(C=C1)CCCCC)F (2-Bromo-5-(3-fluoro-4-pentylphenyl)thiophene). As a reaction SMILES: [F:1][C:2]1[CH:3]=[C:4]([C:13]2[S:14][CH:15]=[CH:16][CH:17]=2)[CH:5]=[CH:6][C:7]=1[CH2:8][CH2:9][CH2:10][CH2:11][CH3:12].[Li]CCCC.[Br:23]Br>C1COCC1.CC(OC)(C)C>[Br:23][C:15]1[S:14][C:13]([C:4]2[CH:5]=[CH:6][C:7]([CH2:8][CH2:9][CH2:10][CH2:11][CH3:12])=[C:2]([F:1])[CH:3]=2)=[CH:17][CH:16]=1. Procedure details: 20.0 g (80.5 mmol) of 2-(3-fluoro-4-pentylphenyl)thiophene are initially introduced in 200 ml of THF, and 50.0 ml of n-BuLi (79.6 mmol, 15% soln. in hexane) are added dropwise to the solution at a temperature in the range 0-5° C. After 1 h at 0° C., the batch is cooled to −70° C., and 4.1 ml (80.0 mmol) of bromine are metered in. When the addition is complete, the mixture is stirred at 0° C. for 1 h. The batch is diluted with MTBE and washed successively with 2 N HCl, 10% sodium hydrogensulfite ...